From a dataset of the Open Reaction Database (ORD), a public repository of structured organic reaction records. describe an organic reaction: reactants, conditions, products, and yield Starting materials: COc1ccc(C(=O)Nc2ccccc2NC(=O)c2ccc(SC)cc2)cc1, ClC(Cl)Cl, [Ca+2], O=C(OO)c1cccc(Cl)c1, [OH-], [OH-]. The product is COc1ccc(C(=O)Nc2ccccc2NC(=O)c2ccc(S(C)=O)cc2)cc1. Reaction SMILES: [CH3:1][O:2][c:3]1[cH:4][cH:5][c:6]([C:7](=[O:8])[NH:9][c:10]2[c:11]([NH:16][C:17]([c:18]3[cH:19][cH:20][c:21]([S:24][CH3:25])[cH:22][cH:23]3)=[O:26])[cH:12][cH:13][cH:14][cH:15]2)[cH:27][cH:28]1.[CH:43]([Cl:44])([Cl:45])[Cl:46].[Ca+2:41].[Cl:29][c:30]1[cH:31][c:32]([C:37](=[O:34])[O:38][OH:39])[cH:33][cH:35][cH:36]1.[OH-:40].[OH-:42]>>[CH3:1][O:2][c:3]1[cH:4][cH:5][c:6]([C:7](=[O:8])[NH:9][c:10]2[c:11]([NH:16][C:17]([c:18]3[cH:19][cH:20][c:21]([S:24]([CH3:25])=[O:34])[cH:22][cH:23]3)=[O:26])[cH:12][cH:13][cH:14][cH:15]2)[cH:27][cH:28]1. The reactants are CN, CCC(NC(CO)C(C)C)c1ccccn1, CO, [O-][I+3]([O-])([O-])O, O. Yields the product CCC(N)c1ccccn1. Reaction SMILES: [CH3:17][NH2:18].[CH3:1][CH:2]([CH3:3])[CH:4]([CH2:5][OH:16])[NH:6][CH:7]([CH2:8][CH3:9])[c:10]1[n:11][cH:12][cH:13][cH:14][cH:15]1.[CH3:24][OH:25].[I+3:19]([OH:20])([O-:21])([O-:22])[O-:23].[OH2:26]>>[NH2:6][CH:7]([CH2:8][CH3:9])[c:10]1[n:11][cH:12][cH:13][cH:14][cH:15]1. The reactants are CO, CC1(C)CCCNc2cc([N+](=O)[O-])ccc21. The product is CC1(C)CCCNc2cc(N)ccc21. As a reaction SMILES: [CH3:17][OH:18].[CH3:1][C:2]1([CH3:16])[c:3]2[c:4]([cH:9][c:10]([N+:13]([O-:14])=[O:15])[cH:11][cH:12]2)[NH:5][CH2:6][CH2:7][CH2:8]1>>[CH3:1][C:2]1([CH3:16])[c:3]2[c:4]([cH:9][c:10]([NH2:13])[cH:11][cH:12]2)[NH:5][CH2:6][CH2:7][CH2:8]1. Reactants: ClC1=NC2=CC=CN=C2C=C1C1=CC=CC=C1 (2-Chloro-3-phenyl-1,5-naphthyridine), ClC1=NC2=CC=CN=C2C=C1C1=CC=CC=C1 (2-chloro-3-phenyl-1,5-naphthyridine), C(C)[Zn]CC (diethylzinc), C(=O)([O-])[O-].[K+].[K+] (K2CO3). The solvent is C1CCOC1 (THF). Conditions: time 6 hour. The product is C(C)C1=NC2=CC=CN=C2C=C1C1=CC=CC=C1 (2-Ethyl-3-phenyl-1,5-naphthyridine). As a reaction SMILES: Cl[C:2]1[C:11]([C:12]2[CH:17]=[CH:16][CH:15]=[CH:14][CH:13]=2)=[CH:10][C:9]2[C:4](=[CH:5][CH:6]=[CH:7][N:8]=2)[N:3]=1.[CH2:18]([Zn]CC)[CH3:19].C([O-])([O-])=O.[K+].[K+]>C1COCC1>[CH2:18]([C:2]1[C:11]([C:12]2[CH:17]=[CH:16][CH:15]=[CH:14][CH:13]=2)=[CH:10][C:9]2[C:4](=[CH:5][CH:6]=[CH:7][N:8]=2)[N:3]=1)[CH3:19] |f:2.3.4|. Procedure: 2-Chloro-3-phenyl-1,5-naphthyridine was made according to a known procedure (WO 2005/100356). A mixture of 2-chloro-3-phenyl-1,5-naphthyridine (200 mg, 0.85 mmol), diethylzinc (0.87 mL, 1 M in hexane, 1.02 eq), K2CO3 (354 mg, 3.0 eq) and PdCl2(dppf)2 DCM complex (62.5 mg, 0.1 eq) in THF (5 mL) was purged with N2 for 5 min before heating to reflux. After 6 h, the reaction was quenched with NH4Cl and extracted with EtOAc and the residue was purified by silica gel column chromatography using hexane... Reactants: C(C)N1CCN(C2=C(C1=O)C=CC(=C2)[N+](=O)[O-])CC (Diethyl-8-nitro-1,2,3,4-tetrahydro-benzo[e][1,4]diazepin-5-one), O.NN (hydrazine hydrate). Reagents/catalysts: [Pd] (palladium on carbon). Solvent: C(C)O (ethanol). Reaction conditions: temperature 75 celsius. Yields the product NC=1C=CC2=C(N(CCN(C2=O)CC)CC)C1 (8-Amino-1,4-diethyl-1,2,3,4-tetrahydro-benzo[e][1,4]diazepin-5-one). The yield is 102.6%. RXN SMILES: [CH2:1]([N:3]1[C:9](=[O:10])[C:8]2[CH:11]=[CH:12][C:13]([N+:15]([O-])=O)=[CH:14][C:7]=2[N:6]([CH2:18][CH3:19])[CH2:5][CH2:4]1)[CH3:2].O.NN>[Pd].C(O)C>[NH2:15][C:13]1[CH:12]=[CH:11][C:8]2[C:9](=[O:10])[N:3]([CH2:1][CH3:2])[CH2:4][CH2:5][N:6]([CH2:18][CH3:19])[C:7]=2[CH:14]=1 |f:1.2|. Reported procedure: To a solution of Diethyl-8-nitro-1,2,3,4-tetrahydro-benzo[e][1,4]diazepin-5-one (25.0 g, 0.095 mol) and 10% palladium on carbon (2.0 g) in ethanol (600 mL) was slowly added hydrazine hydrate (150 mL) and heated to 75° C. for 5 hr. After evaporation, toluene (50 mL) and ethanol (50 mL) were added and distilled leaving 8-Amino-1,4-diethyl-1,2,3,4-tetrahydro-benzo[e][1,4]diazepin-5-one as a yellow solid (22.75 g, 85%). Mp 140-141° C.; LCMS (m/e) 233 (M); 1H-NMR (DMSO, 400 MHz) δ 7.14-7.12 (d, 1H, J... The reactants are C1CCOC1, COc1cc(CNC(=O)OC(C)(C)C)cc(-c2cccc(CO[Si](C)(C)C(C)(C)C)c2)c1. Product: COc1cc(CNC(=O)OC(C)(C)C)cc(-c2cccc(CO)c2)c1. Reaction SMILES: [CH2:33]1[O:34][CH2:35][CH2:36][CH2:37]1.[CH3:1][C:2]([Si:3]([CH3:4])([CH3:5])[O:6][CH2:7][c:8]1[cH:9][c:10](-[c:14]2[cH:15][c:16]([CH2:22][NH:23][C:24]([O:25][C:26]([CH3:27])([CH3:28])[CH3:29])=[O:30])[cH:17][c:18]([O:20][CH3:21])[cH:19]2)[cH:11][cH:12][cH:13]1)([CH3:31])[CH3:32]>>[OH:6][CH2:7][c:8]1[cH:9][c:10](-[c:14]2[cH:15][c:16]([CH2:22][NH:23][C:24]([O:25][C:26]([CH3:27])([CH3:28])[CH3:29])=[O:30])[cH:17][c:18]([O:20][CH3:21])[cH:19]2)[cH:11][cH:12][cH:13]1. The reactants are C(CCCCCCC\C=C/CCCCCCCC)(=O)O (oleic acid), [H][H] (hydrogen). The reagents and catalysts are catalyst. Yields the product C(CCCCCCC\C=C/CCCCCCCC)(=O)OCCCCCCCC\C=C/CCCCCCCC (oleyl oleate), C(CCCCCCC\C=C/CCCCCCCC)O (oleyl alcohol). Reaction SMILES: [C:1]([OH:20])(=[O:19])[CH2:2][CH2:3][CH2:4][CH2:5][CH2:6][CH2:7][CH2:8]/[CH:9]=[CH:10]\[CH2:11][CH2:12][CH2:13][CH2:14][CH2:15][CH2:16][CH2:17][CH3:18].[H][H]>>[C:1]([O:20][CH2:1][CH2:2][CH2:3][CH2:4][CH2:5][CH2:6][CH2:7][CH2:8]/[CH:9]=[CH:10]\[CH2:11][CH2:12][CH2:13][CH2:14][CH2:15][CH2:16][CH2:17][CH3:18])(=[O:19])[CH2:2][CH2:3][CH2:4][CH2:5][CH2:6][CH2:7][CH2:8]/[CH:9]=[CH:10]\[CH2:11][CH2:12][CH2:13][CH2:14][CH2:15][CH2:16][CH2:17][CH3:18].[CH2:1]([OH:19])[CH2:2][CH2:3][CH2:4][CH2:5][CH2:6][CH2:7][CH2:8]/[CH:9]=[CH:10]\[CH2:11][CH2:12][CH2:13][CH2:14][CH2:15][CH2:16][CH2:17][CH3:18]. Procedure details: As in the preceeding examples, 200 grams of oleic acid and 10 grams of the catalyst system prepared according to the above paragraph were treated in a manner similar to that set forth in Example I above, that is, by reaction at a temperature of 300° C. and a pressure of 1000 psi of hydrogen for a period of 4 hours. After the 4 hour reaction period had elapsed, heating was discontinued, the autoclave was allowed to return to room temperature, and the excess pressure was vented. Analysis of the re... The reactants are FC1(CCC(CC1)CNC(=O)C=1C=2C=CC(=NC2C=CC1Cl)Cl)F (2,6-dichloro-quinoline-5-carboxylic acid (4,4-difluoro-cyclohexylmethyl)-amide), CCN(C(C)C)C(C)C (DIPEA), CN[C@H]1CNCC1 ((R)-3-methylaminopyrrolidine). Product: FC1(CCC(CC1)CNC(=O)C=1C=2C=CC(=NC2C=CC1Cl)N1C[C@@H](CC1)NC)F (6-Chloro-2-((R)-3-methylamino-pyrrolidin-1-yl)-quinoline-5-carboxylic acid (4,4-difluoro-cyclohexylmethyl)-amide). Reaction SMILES: [F:1][C:2]1([F:24])[CH2:7][CH2:6][CH:5]([CH2:8][NH:9][C:10]([C:12]2[C:13]3[CH:14]=[CH:15][C:16](Cl)=[N:17][C:18]=3[CH:19]=[CH:20][C:21]=2[Cl:22])=[O:11])[CH2:4][CH2:3]1.CCN(C(C)C)C(C)C.[CH3:34][NH:35][C@@H:36]1[CH2:40][CH2:39][NH:38][CH2:37]1>>[F:1][C:2]1([F:24])[CH2:7][CH2:6][CH:5]([CH2:8][NH:9][C:10]([C:12]2[C:13]3[CH:14]=[CH:15][C:16]([N:38]4[CH2:39][CH2:40][C@@H:36]([NH:35][CH3:34])[CH2:37]4)=[N:17][C:18]=3[CH:19]=[CH:20][C:21]=2[Cl:22])=[O:11])[CH2:4][CH2:3]1. Procedure details: The title compound was synthesized according to the procedure described in example 1 using 2,6-dichloro-quinoline-5-carboxylic acid (4,4-difluoro-cyclohexylmethyl)-amide, DIPEA and (R)-3-methylaminopyrrolidine. 1H NMR (400 MHz, DMSO-d6) δ ppm 7.75 (1H), 7.48 (2H), 6.69 (1H), 3.66 (m, 2H), 3.49 (m, 2H), 3.32 (m, 2H), 2.36 (s, 3H), 2.06 (m, 2H), 1.85 (m, 2H), 1.74-1.76 (m, 5H), 1.27-1.30 (m, 2H). m/z: 437 [M+H] Reactants: BrC(C(=O)C1=CC=CC=C1)C (2-bromo-1-phenylpropan-1-one), C(#N)CC(=S)N (2-cyanothioacetamide). Yields the product CC1=C(N=C(S1)CC#N)C1=CC=CC=C1 (2-(5-Methyl-4-phenylthiazol-2-yl)acetonitrile). Isolated yield 56.0%. RXN SMILES: Br[CH:2]([CH3:11])[C:3]([C:5]1[CH:10]=[CH:9][CH:8]=[CH:7][CH:6]=1)=O.[C:12]([CH2:14][C:15]([NH2:17])=[S:16])#[N:13]>>[CH3:11][C:2]1[S:16][C:15]([CH2:14][C:12]#[N:13])=[N:17][C:3]=1[C:5]1[CH:10]=[CH:9][CH:8]=[CH:7][CH:6]=1. Reported procedure: This compound was synthesized from 2-bromo-1-phenylpropan-1-one and 2-cyanothioacetamide as described in example 1 step 1 (1.7 g, 56% yield %). MS (ESI) m/z: Calculated for C12H10N2S: 214.06. found: 215.0 (M+H)+.